Task: describe an organic reaction: reactants, conditions, products, and yield. Dataset: the Open Reaction Database (ORD), a public repository of structured organic reaction records Reactants: CC(C)(C)N, CCC(C)c1cccc(C(C)CC)c1N=C=S, Cl. Product: CCC(C)c1cccc(C(C)CC)c1NC(=S)NC(C)(C)C. Reaction SMILES: [C:19]([CH3:20])([CH3:21])([CH3:22])[NH2:23].[CH:1]([CH3:2])([CH2:3][CH3:4])[c:5]1[c:6]([N:15]=[C:16]=[S:17])[c:7]([CH:11]([CH3:12])[CH2:13][CH3:14])[cH:8][cH:9][cH:10]1.[ClH:18]>>[CH:1]([CH3:2])([CH2:3][CH3:4])[c:5]1[c:6]([NH:15][C:16](=[S:17])[NH:23][C:19]([CH3:20])([CH3:21])[CH3:22])[c:7]([CH:11]([CH3:12])[CH2:13][CH3:14])[cH:8][cH:9][cH:10]1. Starting materials: C(=O)C=1C=C(OCCCC(=O)OCC)C=CC1[N+](=O)[O-] (ethyl 4-[3-formyl-4-nitrophenoxy]butanoate), N1C(=O)NC(=O)C1 (hydantoin), C(C)(=O)[O-].[Na+] (sodium acetate), C(C)(=O)OC(C)=O (acetic anhydride). Solvent: O (H2O). Run at time 1 hour. The product is [N+](=O)([O-])C1=C(C=C(C=C1)OCCCC(=O)O)C=C1C(NC(N1)=O)=O (4-[[4-nitro-3-[(2,4-dioxoimidazolidin-5-ylidene)methyl]phenyl]oxy]butanoic acid). Isolated yield 37.0%. As a reaction SMILES: [CH:1]([C:3]1[CH:4]=[C:5]([CH:15]=[CH:16][C:17]=1[N+:18]([O-:20])=[O:19])[O:6][CH2:7][CH2:8][CH2:9][C:10]([O:12]CC)=[O:11])=O.[NH:21]1[CH2:27][C:25](=[O:26])[NH:24][C:22]1=[O:23].C([O-])(=O)C.[Na+].C(OC(=O)C)(=O)C>O>[N+:18]([C:17]1[CH:16]=[CH:15][C:5]([O:6][CH2:7][CH2:8][CH2:9][C:10]([OH:12])=[O:11])=[CH:4][C:3]=1[CH:1]=[C:27]1[NH:21][C:22](=[O:23])[NH:24][C:25]1=[O:26])([O-:20])=[O:19] |f:2.3|. Procedure details: A mixture of ethyl 4-[3-formyl-4-nitrophenoxy]butanoate (2.00 g, 7.1 mmol), hydantoin (0.71 g, 7.1 mmol), and anhydrous sodium acetate (0.58 g, 7.1 mmol) and acetic anhydride (20 mL) was heated at reflux for 1 hour. Upon cooling, H2O was added and the mixture extracted with dichloromethane. The organic portion was washed with water, evaporated, and the residue dissolved in a solution of methanol (20 mL) and 4N NaOH (30 mL). After stirring for 1 hour, the mixture was acidified to pH=2 by addition... Starting materials: COC(C1=CC(=C(C=C1)Br)C)=O (4-bromo-3-methyl-benzoic acid methyl ester), ClC1=CC=C(C=C1)B(O)O (4-chlorophenylboronic acid), C([O-])([O-])=O.[Cs+].[Cs+] (cesium carbonate). The reagents and catalysts are C1=CC=C(C=C1)P([C-]2C=CC=C2)C3=CC=CC=C3.C1=CC=C(C=C1)P([C-]2C=CC=C2)C3=CC=CC=C3.Cl[Pd]Cl.[Fe+2] (PdCl2(dppf)). Run at temperature 80 celsius. Yields the product COC(=O)C1=CC(=C(C=C1)C1=CC=C(C=C1)Cl)C (4′-chloro-2-methyl-biphenyl-4-carboxylic acid methyl ester). Yield: 67.2%. Reaction SMILES: [CH3:1][O:2][C:3](=[O:12])[C:4]1[CH:9]=[CH:8][C:7](Br)=[C:6]([CH3:11])[CH:5]=1.[Cl:13][C:14]1[CH:19]=[CH:18][C:17](B(O)O)=[CH:16][CH:15]=1.C(=O)([O-])[O-].[Cs+].[Cs+]>C1C=CC(P(C2C=CC=CC=2)[C-]2C=CC=C2)=CC=1.C1C=CC(P(C2C=CC=CC=2)[C-]2C=CC=C2)=CC=1.Cl[Pd]Cl.[Fe+2]>[CH3:1][O:2][C:3]([C:4]1[CH:9]=[CH:8][C:7]([C:17]2[CH:18]=[CH:19][C:14]([Cl:13])=[CH:15][CH:16]=2)=[C:6]([CH3:11])[CH:5]=1)=[O:12] |f:2.3.4,5.6.7.8|. Reported procedure: A mixture of 250 mg (1.09 mmol) of 4-bromo-3-methyl-benzoic acid methyl ester, 204 mg (1.31 mmol) of 4-chlorophenylboronic acid, 1.06 g (3.27 mmol) of cesium carbonate (Cs2CO3) and PdCl2(dppf) catalyst (5 mol %) was flushed with argon. To this mixture was added 3 mL of 1,4-dioxane and the reaction mixture was heated to 80° C. overnight. The mixture was then cooled to rt, and filtered through a pad of Celite while rinsing the pad with ethyl acetate. The filtrate was washed with brine, dried over ... Starting materials: ClC1=C(C(N(C=C1)C1=C(C=CC=C1F)F)=O)C=NO (4-chloro-1-(2,6-difluorophenyl)-3-((hydroxyimino)methyl)pyridin-2(1H)-one), P(=O)(Cl)(Cl)Cl (phosphorus oxychloride), ice water. Solvent: C(C)#N (acetonitrile). Reaction conditions: temperature 100 celsius. The product is ClC1=C(C(N(C=C1)C1=C(C=CC=C1F)F)=O)C#N (4-chloro-1-(2,6-difluorophenyl)-2-oxo-1,2-dihydropyridine-3-carbonitrile). Yield: 80.1%. RXN SMILES: [Cl:1][C:2]1[CH:7]=[CH:6][N:5]([C:8]2[C:13]([F:14])=[CH:12][CH:11]=[CH:10][C:9]=2[F:15])[C:4](=[O:16])[C:3]=1[CH:17]=[N:18]O.P(Cl)(Cl)(Cl)=O>C(#N)C>[Cl:1][C:2]1[CH:7]=[CH:6][N:5]([C:8]2[C:13]([F:14])=[CH:12][CH:11]=[CH:10][C:9]=2[F:15])[C:4](=[O:16])[C:3]=1[C:17]#[N:18]. Procedure: To a solution of 4-chloro-1-(2,6-difluorophenyl)-3-((hydroxyimino)methyl)pyridin-2(1H)-one obtained in Step D (800 mg) in acetonitrile (7.0 mL) was added phosphorus oxychloride (0.341 mL) at room temperature. The reaction mixture was heated at 100° C. for 1 hr, cooled to room temperature, and poured into ice water. The resulting solid was collected by filtration, and dried under reduced pressure to give the title compound (600 mg). The reactants are ice, C([O-])(O)=O.[Na+] (sodium bicarbonate), C1(=CC=C(C=C1)S(=O)(=O)Cl)C (p-toluenesulfonyl chloride), COC(CCC\C=C/C[C@H]1[C@H](C[C@H]([C@@H]1\C=C\[C@H](CCC#CC)OC1OCCCC1)OC1OCCCC1)O)=O ((5Z,13E)-(9S,11R,15S)-11,15-bis(tetrahydropyran-2-yloxy)-9-hydroxy-5,13-prostadien-18-ynoic methyl ester), [N+](=[N-])=C (diazomethane). The solvent is O (water), O (water), O (water), N1=CC=CC=C1 (pyridine), CCOCC (ether). Reaction conditions: time 6 hour. The product is COC(CCC\C=C/C[C@H]1[C@H](C[C@H]([C@@H]1\C=C\[C@H](CCC#CC)OC1OCCCC1)OC1OCCCC1)OS(=O)(=O)C1=CC=C(C=C1)C)=O ((5Z,13E)-(9S,11R,15S)-11,15-Bis(tetrahydropyran-2-yloxy)-9-(p-toluenesulfonyloxy)-5,13-prostadien-18-ynoic Acid Methyl Ester). RXN SMILES: [C:1]1([CH3:11])[CH:6]=[CH:5][C:4]([S:7](Cl)(=[O:9])=[O:8])=[CH:3][CH:2]=1.[CH3:12][O:13][C:14](=[O:49])[CH2:15][CH2:16][CH2:17]/[CH:18]=[CH:19]\[CH2:20][C@@H:21]1[C@@H:25](/[CH:26]=[CH:27]/[C@@H:28]([O:34][CH:35]2[CH2:40][CH2:39][CH2:38][CH2:37][O:36]2)[CH2:29][CH2:30][C:31]#[C:32][CH3:33])[C@H:24]([O:41][CH:42]2[CH2:47][CH2:46][CH2:45][CH2:44][O:43]2)[CH2:23][C@@H:22]1[OH:48].[N+](=C)=[N-].C(=O)(O)[O-].[Na+]>CCOCC.O.N1C=CC=CC=1>[CH3:12][O:13][C:14](=[O:49])[CH2:15][CH2:16][CH2:17]/[CH:18]=[CH:19]\[CH2:20][C@@H:21]1[C@@H:25](/[CH:26]=[CH:27]/[C@@H:28]([O:34][CH:35]2[CH2:40][CH2:39][CH2:38][CH2:37][O:36]2)[CH2:29][CH2:30][C:31]#[C:32][CH3:33])[C@H:24]([O:41][CH:42]2[CH2:47][CH2:46][CH2:45][CH2:44][O:43]2)[CH2:23][C@@H:22]1[O:48][S:7]([C:4]1[CH:5]=[CH:6][C:1]([CH3:11])=[CH:2][CH:3]=1)(=[O:9])=[O:8] |f:3.4|. Procedure details: At 0°, 1.38 g. of p-toluenesulfonyl chloride is added to a solution of 2 g. of (5Z,13E)-(9S,11R,15S)-11,15-bis(tetrahydropyran-2-yloxy)-9-hydroxy-5,13-prostadien-18-ynoic methyl ester (prepared from the corresponding acid with ethereal diazomethane solution) in 4 ml. of pyridine. The mixture is stirred for 6 hours at room temperature and then allowed to stand at 5° for 60 hours. The mixture is then diluted with ether, shaken in succession once with water, once with ice-cold 3% sulfuric acid, onc... Reactants: [BH4-], CO, ClCCl, [Na+], NCCc1c[nH]c2ccc(Oc3ccccc3)cc12, O=Cc1cccc(Oc2ccccc2)c1, O. Yields the product c1ccc(Oc2cccc(CNCCc3c[nH]c4ccc(Oc5ccccc5)cc34)c2)cc1. RXN SMILES: [BH4-:35].[CH3:37][OH:38].[Cl:40][CH2:41][Cl:42].[Na+:36].[O:1]([c:2]1[cH:3][cH:4][cH:5][cH:6][cH:7]1)[c:8]1[cH:9][cH:10][c:11]2[nH:12][cH:13][c:14]([CH2:15][CH2:16][NH2:17])[c:18]2[cH:19]1.[O:20]([c:21]1[cH:22][cH:23][cH:24][cH:25][cH:26]1)[c:27]1[cH:28][c:29]([CH:30]=[O:31])[cH:32][cH:33][cH:34]1.[OH2:39]>>[O:1]([c:2]1[cH:3][cH:4][cH:5][cH:6][cH:7]1)[c:8]1[cH:9][cH:10][c:11]2[nH:12][cH:13][c:14]([CH2:15][CH2:16][NH:17][CH2:30][c:29]3[cH:28][c:27]([O:20][c:21]4[cH:22][cH:23][cH:24][cH:25][cH:26]4)[cH:34][cH:33][cH:32]3)[c:18]2[cH:19]1.